Dataset: the Open Reaction Database (ORD), a public repository of structured organic reaction records. Task: describe an organic reaction: reactants, conditions, products, and yield Reactants: C1=C(N=C2N1C1=CC=CC=C1C=C2)C(=O)O (imidazo-[1,2-a]-quinoline-2-carboxylic acid), C(=O)(N1C=NC=C1)N1C=NC=C1 (carbonyldiimidazole), NC1=NN=NN1 (5-amino-tetrazole). The solvent is C(C)(=O)OCC (ethyl acetate). Run at temperature 160 celsius, time 40 minute. Yields the product N1N=NN=C1NC(=O)C=1N=C2N(C3=CC=CC=C3C=C2)C1 (N-(1H-tetrazol-5-yl)-imidazo-[1,2-a]-quinoline-2-carboxamide). Yield: 100.3%. RXN SMILES: [CH:1]1[N:5]2[C:6]3[C:11]([CH:12]=[CH:13][C:4]2=[N:3][C:2]=1[C:14]([OH:16])=O)=[CH:10][CH:9]=[CH:8][CH:7]=3.C(N1C=CN=C1)(N1C=CN=C1)=O.[NH2:29][C:30]1[NH:34][N:33]=[N:32][N:31]=1>C(OCC)(=O)C>[NH:31]1[C:30]([NH:29][C:14]([C:2]2[N:3]=[C:4]3[CH:13]=[CH:12][C:11]4[C:6](=[CH:7][CH:8]=[CH:9][CH:10]=4)[N:5]3[CH:1]=2)=[O:16])=[N:34][N:33]=[N:32]1. Reported procedure: 0.85 g (4 mmol) of imidazo-[1,2-a]-quinoline-2-carboxylic acid [prepared as in published French application No. 2,378,301] was heated at 160° C. in vacuo for one hour to remove water of crystallization and was then dissolved in 25 ml of dimethylformamide. The solution was stirred at 90° to 100° C. with 0.72 g (4.4 mmol) of carbonyldiimidazole and the mixture was stirred at 100° C. for 40 minutes to obtain a slight suspension. 0.375 g of anhydrous 5-amino-tetrazole were added to the mixture which... Starting materials: C(C)(=O)N1N=C(N=C1NC)S(=O)(=O)Cl (1-Acetyl-5-methylamino-1,2,4-triazole-3-sulphonyl chloride), ClC1=C(N)C(=CC=C1)Cl (2,6-dichloroaniline). Solvent: N1=CC=CC=C1 (pyridine). Run at temperature 50 celsius, time 18 hour. Product: ClC1=C(C(=CC=C1)Cl)NS(=O)(=O)C1=NNC(=N1)NC (N-(2,6-dichlorophenyl)-5-methylamino-1,2,4-triazole-3-sulphonamide). Yield: 59.6%. RXN SMILES: C([N:4]1[C:8]([NH:9][CH3:10])=[N:7][C:6]([S:11](Cl)(=[O:13])=[O:12])=[N:5]1)(=O)C.[Cl:15][C:16]1[CH:22]=[CH:21][CH:20]=[C:19]([Cl:23])[C:17]=1[NH2:18]>N1C=CC=CC=1>[Cl:15][C:16]1[CH:22]=[CH:21][CH:20]=[C:19]([Cl:23])[C:17]=1[NH:18][S:11]([C:6]1[N:7]=[C:8]([NH:9][CH3:10])[NH:4][N:5]=1)(=[O:12])=[O:13]. Procedure: The product of stage (b) (4.34 g) was added with stirring to 2,6-dichloroaniline (3.24 g) in pyridine (30 ml), and the mixture was stirred at 50° C. for 18 hours. After removal of the pyridine, the residue was dissolved in sodium hydroxide solution (50 ml) and was extracted with ethyl acetate (50 ml). The aqueous phase was acidified to pH=4-5 with 2N hydrochloric acid, cooled, and the product was filtered off, washed with a little water, and dried to give 3.49 g of the desired product, mp 285°-2... The reactants are ClC1=C(C=C(C=C1Cl)OCC1=CC=CC=C1)OC (2,3-dichloro-5-benzyloxyanisole), [H][H] (hydrogen). The reagents and catalysts are [Pd] (palladium on carbon). Solvent: C(C)(=O)O (acetic acid). Yields the product ClC=1C=C(C=C(C1Cl)OC)O (3,4-dichlor-5-methoxyphenol). Yield: 25.9%. RXN SMILES: [Cl:1][C:2]1[C:7]([Cl:8])=[CH:6][C:5]([O:9]CC2C=CC=CC=2)=[CH:4][C:3]=1[O:17][CH3:18].[H][H]>C(O)(=O)C.[Pd]>[Cl:8][C:7]1[CH:6]=[C:5]([OH:9])[CH:4]=[C:3]([O:17][CH3:18])[C:2]=1[Cl:1]. Reported procedure: To a solution of 2,3-dichloro-5-benzyloxyanisole (3.4 g, 0.02 mole) in acetic acid (60 ml) was added 5% palladium on carbon (2.0 g) and the mixture hydrogenated using a Parr apparatus at 20 p.s.i. of hydrogen for 3 hours. The catalyst was removed by filtration and the acetic acid evaporated at reduced pressure. The residue was dissolved in ether, extracted with 2N sodium hydroxide acidified, extracted into ether, washed with water, brine, dried over magnesium sulfate and the solvent removed by e...